From a dataset of the Open Reaction Database (ORD), a public repository of structured organic reaction records. describe an organic reaction: reactants, conditions, products, and yield The reactants are C(CCCCCCCCC)C(C(=O)OCC)C(=O)[O-] (ethyl n-decylmalonate), NCCNCCNCCN (triethylene tetramine). Run in C(C)O (ethanol), C(C)O (ethanol). Product: C(CCCCCCCCC)C1C(NCCNCCNCCNC1=O)=O (3-decyl-1, 5, 8, 11-tetrazacyclotridecane-2,4-dione). As a reaction SMILES: [CH2:1]([CH:11]([C:17]([O-:19])=O)[C:12]([O:14]CC)=O)[CH2:2][CH2:3][CH2:4][CH2:5][CH2:6][CH2:7][CH2:8][CH2:9][CH3:10].[NH2:20][CH2:21][CH2:22][NH:23][CH2:24][CH2:25][NH:26][CH2:27][CH2:28][NH2:29]>C(O)C>[CH2:1]([CH:11]1[C:12](=[O:14])[NH:29][CH2:28][CH2:27][NH:26][CH2:25][CH2:24][NH:23][CH2:22][CH2:21][NH:20][C:17]1=[O:19])[CH2:2][CH2:3][CH2:4][CH2:5][CH2:6][CH2:7][CH2:8][CH2:9][CH3:10]. Procedure: A one liter round bottomed flask was charged with 0.053 mol (15.9 g) of ethyl n-decylmalonate, 0.053 mol (7.738 g) triethylene tetramine, and 500 ml absolute ethanol. During refluxing for 42 days, 2 ml aloquotes were removed by hypodermic syringe on days 7, 15, 22, and 37 for NMR analysis to determine the completeness of the reaction. After termination of the reflux the ethanol was distilled away and the product recrystallized from cold acetonitrile to yield 10.89 g of a very light fluffy white ... Starting materials: COC=1C=C(C=CC1)C=CC(C)=O (4-(3-methoxyphenyl)-3-buten-2-one). Reagents/catalysts: [Pd] (palladium on carbon). The solvent is CO (MeOH). Product: COC=1C=C(C=CC1)CCC(C)=O (4-(3-methoxyphenyl)-2-butanone). Yield: 99.2%. Reaction SMILES: [CH3:1][O:2][C:3]1[CH:4]=[C:5]([CH:9]=[CH:10][C:11](=[O:13])[CH3:12])[CH:6]=[CH:7][CH:8]=1>CO.[Pd]>[CH3:1][O:2][C:3]1[CH:4]=[C:5]([CH2:9][CH2:10][C:11](=[O:13])[CH3:12])[CH:6]=[CH:7][CH:8]=1. Procedure details: A solution of 30.1 g of 4-(3-methoxyphenyl)-3-buten-2-one in 200 ml of MeOH was hydrogenated over 200 mg of 10% palladium on carbon for two hours. The catalyst was filtered and the solvent evaporated in vacuo to give 30.2 g of yellow oily 4-(3-methoxyphenyl)-2-butanone. Starting materials: CC1(OB(OC1(C)C)C=1C=NNC1)C (4-(4,4,5,5-tetramethyl-1,3,2-dioxaborolan-2-yl)-1H-pyrazole), CS(=O)(=O)OC1CCOCC1 (tetrahydro-2H-pyran-4-yl methanesulfonate), C(=O)([O-])[O-].[Cs+].[Cs+] (Cs2CO3). Solvent: CN(C=O)C (N,N-dimethylformamide), O (water), O (water). Reaction conditions: temperature 100 celsius. The product is O1CCC(CC1)N1N=CC(=C1)B1OC(C(O1)(C)C)(C)C (1-(tetrahydro-2H-pyran-4-yl)-4-(4,4,5,5-tetramethyl-1,3,2-dioxaborolan-2-yl)-1H-pyrazole). The yield is 16.4%. As a reaction SMILES: [CH3:1][C:2]1([CH3:14])[C:6]([CH3:8])([CH3:7])[O:5][B:4]([C:9]2[CH:10]=[N:11][NH:12][CH:13]=2)[O:3]1.CS(O[CH:20]1[CH2:25][CH2:24][O:23][CH2:22][CH2:21]1)(=O)=O.C([O-])([O-])=O.[Cs+].[Cs+]>CN(C)C=O.O>[O:23]1[CH2:24][CH2:25][CH:20]([N:12]2[CH:13]=[C:9]([B:4]3[O:5][C:6]([CH3:7])([CH3:8])[C:2]([CH3:14])([CH3:1])[O:3]3)[CH:10]=[N:11]2)[CH2:21][CH2:22]1 |f:2.3.4|. Procedure details: In 8 mL of N,N-dimethylformamide were combined 4-(4,4,5,5-tetramethyl-1,3,2-dioxaborolan-2-yl)-1H-pyrazole (0.75 g, 3.87 mmol), tetrahydro-2H-pyran-4-yl methanesulfonate (1.04 g, 5.80 mmol), and Cs2CO3 (2.01 g, 6.18 mmol) in a glass bomb and then sealed under nitrogen and heated to 100° C. After one hour the reaction was cooled and water was added to dissolve all solids. The solution was diluted with water and then extracted with EtOAc (250 mL). The organic layer was then washed with water and b... The reactants are OC=1C2=C(N=CN1)C(=CN=C2)C(=O)OC (methyl 4-hydroxypyrido[4,3-d]pyrimidine-8-carboxylate), [NH4+].[OH-] (NH4OH). Solvent: CO (MeOH). Product: OC=1C2=C(N=CN1)C(=CN=C2)C(=O)N (4-hydroxypyrido[4,3-d]pyrimidine-8-carboxamide). Yield: 41.1%. Reaction SMILES: [OH:1][C:2]1[C:3]2[CH:11]=[N:10][CH:9]=[C:8]([C:12]([O:14]C)=O)[C:4]=2[N:5]=[CH:6][N:7]=1.[NH4+:16].[OH-]>CO>[OH:1][C:2]1[C:3]2[CH:11]=[N:10][CH:9]=[C:8]([C:12]([NH2:16])=[O:14])[C:4]=2[N:5]=[CH:6][N:7]=1 |f:1.2|. Reported procedure: The mixture of methyl 4-hydroxypyrido[4,3-d]pyrimidine-8-carboxylate (47 mg, 0.1 mmol), NH4OH (3 mL) and MeOH (10 mL) was heated to reflux for 20 hours in a sealed tube. The mixture was then concentrated and purified by prep-HPLC to afford the title compound as a white solid (yield 41.1%).